From a dataset of the Open Reaction Database (ORD), a public repository of structured organic reaction records. describe an organic reaction: reactants, conditions, products, and yield Starting materials: C(=O)(OCC1=CC=CC=C1)N([C@@H](C(C)C)C(=O)N[C@@H](CC1=CC(=C(C=C1)O)C(C)(C)C)C(=O)N)C (Z-N-Me-Val-Tyr(3-tBu)-NH2), [H][H] (hydrogen). The reagents and catalysts are [OH-].[OH-].[Pd+2] (palladium hydroxide/carbon). Run in CO (methanol). The product is N([C@@H](C(C)C)C(=O)N[C@@H](CC1=CC(=C(C=C1)O)C(C)(C)C)C(=O)N)C (N-Me-Val-Tyr(3-tBu)-NH2). Isolated yield 87.1%. Reaction SMILES: [C:1]([N:11](C)[C@H:12]([C:16]([NH:18][C@H:19]([C:32]([NH2:34])=[O:33])[CH2:20][C:21]1[CH:26]=[CH:25][C:24]([OH:27])=[C:23]([C:28]([CH3:31])([CH3:30])[CH3:29])[CH:22]=1)=[O:17])[CH:13]([CH3:15])[CH3:14])(OCC1C=CC=CC=1)=O.[H][H]>[OH-].[OH-].[Pd+2].CO>[NH:11]([CH3:1])[C@H:12]([C:16]([NH:18][C@H:19]([C:32]([NH2:34])=[O:33])[CH2:20][C:21]1[CH:26]=[CH:25][C:24]([OH:27])=[C:23]([C:28]([CH3:29])([CH3:31])[CH3:30])[CH:22]=1)=[O:17])[CH:13]([CH3:15])[CH3:14] |f:2.3.4|. Procedure details: A mixture of the thus obtained Z-N-Me-Val-Tyr(3-tBu)-NH2 (1.7 g), 20% palladium hydroxide/carbon (0.15 g) and methanol (30 ml) was stirred at room temperature in a hydrogen atmosphere for 1 hour. The reaction mixture was filtered and the filtrate was concentrated under reduced pressure; the thus obtained residue was subjected to silica gel column chromatography (developing solvent: methylene chloride:methanol=10:1), giving the titled compound (1.07 g, 88%). Reactants: ClCCSC1=C(C=C(C(=O)Cl)C=C1)[N+](=O)[O-] (4-(2-chloroethylthio)-3-nitrobenzoyl chloride), C(C(C)C)N (isobutylamine). The solvent is ClCCl (dichloromethane), C(=O)(O)[O-].[Na+] (NaHCO3). Conditions: time 16 hour. The product is ClCCSC1=C(C=C(C(=O)NCC(C)C)C=C1)[N+](=O)[O-] (4-(2-chloroethylthio)-N-isobutyl-3-nitrobenzamide). Reaction SMILES: [Cl:1][CH2:2][CH2:3][S:4][C:5]1[CH:13]=[CH:12][C:8]([C:9](Cl)=[O:10])=[CH:7][C:6]=1[N+:14]([O-:16])=[O:15].[CH2:17]([NH2:21])[CH:18]([CH3:20])[CH3:19]>ClCCl.C([O-])(O)=O.[Na+]>[Cl:1][CH2:2][CH2:3][S:4][C:5]1[CH:13]=[CH:12][C:8]([C:9]([NH:21][CH2:17][CH:18]([CH3:20])[CH3:19])=[O:10])=[CH:7][C:6]=1[N+:14]([O-:16])=[O:15] |f:3.4|. Procedure details: To a biphasic solution of 4-(2-chloroethylthio)-3-nitrobenzoyl chloride (2.331 g, 8.32 mmol) in dichloromethane (75 mL) and saturated aqueous NaHCO3 (75 mL) was added isobutylamine (1.043 mL, 10.40 mmol). The reaction was allowed to stir for 16 hours. TLC and LCMS analysis of the reaction mixture indicated consumption of starting material. The reaction mixture was diluted with H2O (100 mL) and extracted with DCM (4×50 mL). The combined organics were dried over Na2SO4 and concentrated in vacuo. T... The reactants are CCN=C=NCCCN(C)C, ClCCl, CC1=C(C)C(=O)C(Cc2ccc(CCC(=O)O)cc2)=C(C)C1=O, CC(C)N, Cl. Yields the product CC1=C(C)C(=O)C(Cc2ccc(CCC(=O)NC(C)C)cc2)=C(C)C1=O. Reaction SMILES: [CH2:29]([N:30]=[C:31]=[N:32][CH2:33][CH2:34][CH2:35][N:36]([CH3:37])[CH3:38])[CH3:39].[CH2:40]([Cl:41])[Cl:42].[CH3:1][C:2]1=[C:3]([CH2:12][c:13]2[cH:14][cH:15][c:16]([CH2:19][CH2:20][C:21](=[O:22])[OH:23])[cH:17][cH:18]2)[C:4](=[O:11])[C:5]([CH3:10])=[C:6]([CH3:9])[C:7]1=[O:8].[CH3:24][CH:25]([CH3:26])[NH2:27].[ClH:28]>>[CH3:1][C:2]1=[C:3]([CH2:12][c:13]2[cH:14][cH:15][c:16]([CH2:19][CH2:20][C:21](=[O:23])[NH:27][CH:25]([CH3:24])[CH3:26])[cH:17][cH:18]2)[C:4](=[O:11])[C:5]([CH3:10])=[C:6]([CH3:9])[C:7]1=[O:8]. Reactants: C(C1=CC=CC=C1)(=O)C1=CC=C(N1)C(C(=O)OCC)(C(=O)OCC)C(=O)OCC (triethyl (5-benzoylpyrrol-2-yl)-methanetricarboxylate), C([O-])([O-])=O.[K+].[K+] (potassium carbonate). The reagents and catalysts are [Br-].C(CCC)[N+](CCCC)(CCCC)CCCC (tetra-butylammonium bromide). Run in ClCCCl (1,2-dichloroethane). Yields the product C(C1=CC=CC=C1)(=O)C=1N2CCC(C2=CC1)(C(=O)OCC)C(=O)OCC (diethyl 5-benzoyl-2,3-dihydro-1H-pyrrolizine-1,1-dicarboxylate). Yield: 79.9%. RXN SMILES: [C:1]([C:9]1[NH:13][C:12]([C:14]([C:25]([O:27][CH2:28][CH3:29])=[O:26])([C:20](OCC)=O)[C:15]([O:17][CH2:18][CH3:19])=[O:16])=[CH:11][CH:10]=1)(=[O:8])[C:2]1[CH:7]=[CH:6][CH:5]=[CH:4][CH:3]=1.[C:30](=O)([O-])[O-].[K+].[K+]>[Br-].C([N+](CCCC)(CCCC)CCCC)CCC.ClCCCl>[C:1]([C:9]1[N:13]2[C:12](=[CH:11][CH:10]=1)[C:14]([C:15]([O:17][CH2:18][CH3:19])=[O:16])([C:25]([O:27][CH2:28][CH3:29])=[O:26])[CH2:20][CH2:30]2)(=[O:8])[C:2]1[CH:3]=[CH:4][CH:5]=[CH:6][CH:7]=1 |f:1.2.3,4.5|. Procedure: A mixture of triethyl (5-benzoylpyrrol-2-yl)-methanetricarboxylate (2.00 g, 5 mmol), tetra-butylammonium bromide (1.61 g, 5 mmol) and potassium carbonate (19.0 g, 250 mmol) in 1,2-dichloroethane (100 mL) was refluxed for 2 days. The mixture was cooled to room temperature and filtered. The filter cake was washed with methylene chloride. The filtrate and methylene chloride wash solution were combined and concentrated under reduced pressure. The residue was dissolved in diethyl ether, washed with w... Reactants: ClC1=CC=C(OC2=CC=C(C=C2)C=C(C)[N+](=O)[O-])C=C1 (4-(4-chlorophenoxy)phenyl-2-nitropropene), O (water), CO (methanol), C(C)(=O)O (Acetic acid). The reagents and catalysts are [Fe] (iron). Run in CCCCCC (hexane). Product: ClC1=CC=C(OC2=CC=C(C=C2)CC(C)=O)C=C1 (4- (4-Chlorophenoxy)phenylpropan-2-one). RXN SMILES: C(O)(=[O:3])C.[Cl:5][C:6]1[CH:24]=[CH:23][C:9]([O:10][C:11]2[CH:16]=[CH:15][C:14]([CH:17]=[C:18]([N+]([O-])=O)[CH3:19])=[CH:13][CH:12]=2)=[CH:8][CH:7]=1.O.CO>[Fe].CCCCCC>[Cl:5][C:6]1[CH:24]=[CH:23][C:9]([O:10][C:11]2[CH:16]=[CH:15][C:14]([CH2:17][C:18](=[O:3])[CH3:19])=[CH:13][CH:12]=2)=[CH:8][CH:7]=1. Procedure: A mixture of 4-(4-chlorophenoxy)benzaldehyde (256 g) and butylamine (239 ml) in toluene (1 liter) was heated to reflux and the water formed removed through a Dean & Stark head. After 2 hr the mixture was concentrated in vacuo and the residue dissolved in acetic acid (750 ml) and nitroethane (118.5 ml), heated at 100° for 2 hr, cooled and poured into iced water. The yellow solid was filtered, dried in air and recyrstallised from ethanol (750 ml) to afford 4-(4-chlorophenoxy)phenyl-2-nitropropene ... The reactants are BrC1=CC=C(OC[C@@H](CCC=2C=NC=CC2)O)C=C1 ((2R)-1-(4-bromophenoxy)-4-(3-pyridyl)-2-butanol), C(C)(=O)NC=1C=C(C=CC1)B(O)O (3-acetamidobenzeneboronic acid). The reagents and catalysts are C=1C=CC(=CC1)[P](C=2C=CC=CC2)(C=3C=CC=CC3)[Pd]([P](C=4C=CC=CC4)(C=5C=CC=CC5)C=6C=CC=CC6)([P](C=7C=CC=CC7)(C=8C=CC=CC8)C=9C=CC=CC9)[P](C=1C=CC=CC1)(C=1C=CC=CC1)C=1C=CC=CC1 (tetrakis(triphenylphosphine)palladium(0)). Solvent: C([O-])([O-])=O.[Na+].[Na+] (sodium carbonate), C1(=CC=CC=C1)C (toluene), C(C)O (ethanol). Product: C(C)(=O)NC=1C=C(C=CC1)C1=CC=C(C=C1)OC[C@@H](CCC=1C=NC=CC1)O ((2R)-1-(3'-Acetamidobiphenyl-4-yloxy)-4-(3-pyridyl)-2-butanol). Isolated yield 89.0%. RXN SMILES: Br[C:2]1[CH:19]=[CH:18][C:5]([O:6][CH2:7][C@H:8]([OH:17])[CH2:9][CH2:10][C:11]2[CH:12]=[N:13][CH:14]=[CH:15][CH:16]=2)=[CH:4][CH:3]=1.[C:20]([NH:23][C:24]1[CH:25]=[C:26](B(O)O)[CH:27]=[CH:28][CH:29]=1)(=[O:22])[CH3:21]>C(O)C.C(=O)([O-])[O-].[Na+].[Na+].C1(C)C=CC=CC=1.C1C=CC([P]([Pd]([P](C2C=CC=CC=2)(C2C=CC=CC=2)C2C=CC=CC=2)([P](C2C=CC=CC=2)(C2C=CC=CC=2)C2C=CC=CC=2)[P](C2C=CC=CC=2)(C2C=CC=CC=2)C2C=CC=CC=2)(C2C=CC=CC=2)C2C=CC=CC=2)=CC=1>[C:20]([NH:23][C:24]1[CH:29]=[C:28]([C:2]2[CH:19]=[CH:18][C:5]([O:6][CH2:7][C@H:8]([OH:17])[CH2:9][CH2:10][C:11]3[CH:12]=[N:13][CH:14]=[CH:15][CH:16]=3)=[CH:4][CH:3]=2)[CH:27]=[CH:26][CH:25]=1)(=[O:22])[CH3:21] |f:3.4.5,^1:52,54,73,92|. Procedure: Prepared according to the method described in Example 33a) from (2R)-1-(4-bromophenoxy)-4-(3-pyridyl)-2-butanol (0.50 g), 3-acetamidobenzeneboronic acid (0.38 g) and tetrakis(triphenylphosphine)palladium(0) (0.045 g) in ethanol (1.7 ml), aqueous sodium carbonate solution (2 M, 1.55 ml) and toluene (6.9 ml) with heating at reflux for 1 hour. The residue obtained after work-up was purified by column chromatography over silica eluting with dichloromethane:methanol (92:8) to give the title compound ...